From a dataset of the Open Reaction Database (ORD), a public repository of structured organic reaction records. describe an organic reaction: reactants, conditions, products, and yield The reactants are ClCCCC1=C(CCl)C=CC=C1 (2-(3-chloropropyl)benzyl chloride), CC(CC(C)=O)=O (2,4-pentanedione), C([O-])([O-])=O.[K+].[K+] (potassium carbonate). Run in C(C)O (ethanol). Product: ClCCCC1=C(C=CC=C1)CCC(C)=O (4-[2-(3-Chloropropyl)phenyl]-2-butanone). RXN SMILES: [Cl:1][CH2:2][CH2:3][CH2:4][C:5]1[CH:12]=[CH:11][CH:10]=[CH:9][C:6]=1[CH2:7]Cl.CC(=O)[CH2:15][C:16](=[O:18])[CH3:17].C(=O)([O-])[O-].[K+].[K+]>C(O)C>[Cl:1][CH2:2][CH2:3][CH2:4][C:5]1[CH:12]=[CH:11][CH:10]=[CH:9][C:6]=1[CH2:7][CH2:15][C:16](=[O:18])[CH3:17] |f:2.3.4|. Procedure details: A mixture of 258 g (1.27 mol) of 2-(3-chloropropyl)benzyl chloride, 2, 140 g (1.4 mol) of 2,4-pentanedione, 6, 175 g (1.27 mol) potassium carbonate, and 700 ml of absolute ethanol was stirred at reflux for 18 hours. Evaporation of the alcohol gave a residue which was partitioned between ether and water. The organic phase was dried over anhydrous MgSO4, concentrated and the residue distilled to give the chloro ketone 7, 218 g, bp 123°-127° C/0.2 mm. Starting materials: CCOC(C)=O, CCCOC(=O)Cc1c2n(c3c(F)cccc13)C(C)C(OS(C)(=O)=O)CC2, [N-]=[N+]=[N-], [Na+], CN(C)C=O. The product is CCCOC(=O)Cc1c2n(c3c(F)cccc13)C(C)C(N=[N+]=[N-])CC2. As a reaction SMILES: [CH3:37][CH2:38][O:39][C:40]([CH3:41])=[O:42].[F:1][c:2]1[cH:3][cH:4][cH:5][c:6]2[c:7]([CH2:21][C:22](=[O:23])[O:24][CH2:25][CH2:26][CH3:27])[c:8]3[n:9]([c:10]12)[CH:11]([CH3:20])[CH:12]([O:15][S:16]([CH3:17])(=[O:18])=[O:19])[CH2:13][CH2:14]3.[N-:28]=[N+:29]=[N-:30].[Na+:31].[O:32]=[CH:33][N:34]([CH3:35])[CH3:36]>>[F:1][c:2]1[cH:3][cH:4][cH:5][c:6]2[c:7]([CH2:21][C:22](=[O:23])[O:24][CH2:25][CH2:26][CH3:27])[c:8]3[n:9]([c:10]12)[CH:11]([CH3:20])[CH:12]([N:28]=[N+:29]=[N-:30])[CH2:13][CH2:14]3. Starting materials: ClC1=C(C=CC=C1)S(=O)(=O)NC1=NC=CN=C1C1=CC=C(C=C1)CCl (2-chloro-N-{3-[4-(chloromethyl)phenyl]pyrazin-2-yl}benzenesulfonamide), ClC1=C(C=CC=C1)S(=O)(=O)NC1=NC=CN=C1C1=CC=C(C=C1)CCl (2-chloro-N-{3-[4-(chloromethyl)phenyl]pyrazin-2-yl}benzenesulfonamide), N1C=CC2=CC=CC=C12 (1-H-Indole). Yields the product ClC1=C(C=CC=C1)S(=O)(=O)NC1=NC=CN=C1C1=CC=C(C=C1)CN1C=CC2=CC=CC=C12 (2-chloro-N-{3-[4-(1H-indol-1-ylmethyl)phenyl]pyrazin-2-yl}benzene-sulfonamide). Yield: 71.0%. Reaction SMILES: [Cl:1][C:2]1[CH:7]=[CH:6][CH:5]=[CH:4][C:3]=1[S:8]([NH:11][C:12]1[C:17]([C:18]2[CH:23]=[CH:22][C:21]([CH2:24]Cl)=[CH:20][CH:19]=2)=[N:16][CH:15]=[CH:14][N:13]=1)(=[O:10])=[O:9].[NH:26]1[C:34]2[C:29](=[CH:30][CH:31]=[CH:32][CH:33]=2)[CH:28]=[CH:27]1>>[Cl:1][C:2]1[CH:7]=[CH:6][CH:5]=[CH:4][C:3]=1[S:8]([NH:11][C:12]1[C:17]([C:18]2[CH:19]=[CH:20][C:21]([CH2:24][N:26]3[C:34]4[C:29](=[CH:30][CH:31]=[CH:32][CH:33]=4)[CH:28]=[CH:27]3)=[CH:22][CH:23]=2)=[N:16][CH:15]=[CH:14][N:13]=1)(=[O:10])=[O:9]. Reported procedure: Following the general method as outlined in Example 1 (Method B), starting from 2-chloro-N-{3-[4-(chloromethyl)phenyl]pyrazin-2-yl}benzenesulfonamide (Intermediate 8), and 1-H-Indole, the title compound was isolated as a yellow solid in 71% yield (98% purity by HPLC). Reactants: ClC1=C(C=C(CN2CCC(CC2)N)C=C1)OCC (1-(4-chloro-3-ethoxy-benzyl)piperidin-4-ylamine), COC1=C(C(=O)O)C=CC=C1OC (2,3-dimethoxy-benzoic acid). Product: ClC1=C(C=C(CN2CCC(CC2)NC(C2=C(C(=CC=C2)OC)OC)=O)C=C1)OCC (N-[1-(4-Chloro-3-ethoxy-benzyl)piperidin-4-yl]-2,3-dimethoxy-benzamide). Yield: 14.0%. RXN SMILES: [Cl:1][C:2]1[CH:15]=[CH:14][C:5]([CH2:6][N:7]2[CH2:12][CH2:11][CH:10]([NH2:13])[CH2:9][CH2:8]2)=[CH:4][C:3]=1[O:16][CH2:17][CH3:18].[CH3:19][O:20][C:21]1[C:29]([O:30][CH3:31])=[CH:28][CH:27]=[CH:26][C:22]=1[C:23](O)=[O:24]>>[Cl:1][C:2]1[CH:15]=[CH:14][C:5]([CH2:6][N:7]2[CH2:12][CH2:11][CH:10]([NH:13][C:23](=[O:24])[C:22]3[CH:26]=[CH:27][CH:28]=[C:29]([O:30][CH3:31])[C:21]=3[O:20][CH3:19])[CH2:9][CH2:8]2)=[CH:4][C:3]=1[O:16][CH2:17][CH3:18]. Reported procedure: The title compound (6 mg, 14%) was prepared analogously to example 8 by coupling of 1-(4-chloro-3-ethoxy-benzyl)piperidin-4-ylamine with 2,3-dimethoxy-benzoic acid. MS: 433.5 (MH+). Reactants: OC1=C(C=C(N)C=C1C)C (4-hydroxy-3,5-dimethylaniline), OC=1C(=C2C(C(NC2=CC1C)=O)=O)C (5-hydroxy-4,6-dimethyl-1H-indole-2,3-dione), C1=CC(=CC=C1NN)S(=O)(=O)N.Cl (4-sulfonamidophenylhydrazine hydrochloride). Solvent: O (H2O). The product is OC=1C(=C2C(C(NC2=CC1C)=O)=O)C (5-Hydroxy-4,6-dimethyl-1H-indole-2,3-dione), OC=1C(=C2C(C(NC2=CC1C)=O)=NNC1=CC=C(C=C1)S(=O)(=O)N)C (4-[N′-(5-Hydroxy-4,6-dimethyl-2-oxo-1,2-dihydro-indol-3-ylidene)-hydrazino]-benzenesulfonamide). As a reaction SMILES: OC1C(C)=CC(N)=CC=1C.[OH:11][C:12]1[C:13]([CH3:24])=[C:14]2[C:18](=[CH:19][C:20]=1[CH3:21])[NH:17][C:16](=[O:22])[C:15]2=[O:23].[CH:25]1[C:30]([NH:31][NH2:32])=[CH:29][CH:28]=[C:27]([S:33]([NH2:36])(=[O:35])=[O:34])[CH:26]=1.Cl>O>[OH:11][C:12]1[C:13]([CH3:24])=[C:14]2[C:18](=[CH:19][C:20]=1[CH3:21])[NH:17][C:16](=[O:22])[C:15]2=[O:23].[OH:11][C:12]1[C:13]([CH3:24])=[C:14]2[C:18](=[CH:19][C:20]=1[CH3:21])[NH:17][C:16](=[O:22])[C:15]2=[N:32][NH:31][C:30]1[CH:29]=[CH:28][C:27]([S:33]([NH2:36])(=[O:34])=[O:35])=[CH:26][CH:25]=1 |f:2.3|. Procedure details: 5-Hydroxy-4,6-dimethyl-1H-indole-2,3-dione was prepared from 4-hydroxy-3,5-dimethylaniline according to Procedure A. The title compound was prepared from 5-hydroxy-4,6-dimethyl-1H-indole-2,3-dione and 4-sulfonamidophenylhydrazine hydrochloride according to Procedure G: mp>250° C.; 1H NMR (DMSO-d6): δ2.18 (s, 3H), 2.47 (s, 3H), 6.50 (s, 1H), 7.22 (s, 2H), 7.44 (d, J=8.7 Hz, 2H), 7.77 (d, J=8.7 Hz, 2H), 7.99 (s, 1H), 10.78(s, 1H), 12.98 (s,1H); APCI−MS: m/z 359 (M−H)−. Anal. Calcd for C16H16N4O4S.... The product is ClC1=C2C(=NC=C1)N(C=C2I)S(=O)(=O)C2=CC=CC=C2 (4-chloro-3-iodo-1-(phenylsulfonyl)-1H-pyrrolo[2,3-b]pyridine). The reactants are [H-].[Na+] (sodium hydride), ClC1=C2C(=NC=C1)NC=C2I (4-chloro-3-iodo-1H-pyrrolo[2,3-b]pyridine), C1(=CC=CC=C1)S(=O)(=O)Cl (benzenesulfonyl chloride). The yield is 83.0%. Reaction SMILES: [H-].[Na+].[Cl:3][C:4]1[CH:9]=[CH:8][N:7]=[C:6]2[NH:10][CH:11]=[C:12]([I:13])[C:5]=12.[C:14]1([S:20](Cl)(=[O:22])=[O:21])[CH:19]=[CH:18][CH:17]=[CH:16][CH:15]=1>CN(C=O)C.O>[Cl:3][C:4]1[CH:9]=[CH:8][N:7]=[C:6]2[N:10]([S:20]([C:14]3[CH:19]=[CH:18][CH:17]=[CH:16][CH:15]=3)(=[O:22])=[O:21])[CH:11]=[C:12]([I:13])[C:5]=12 |f:0.1|. Conditions: time 2.5 hour. Reported procedure: To a mixture of 95% sodium hydride (28 mg, 1.1 mmol) and 4-chloro-3-iodo-1H-pyrrolo[2,3-b]pyridine (278 mg, 1.0 mmol) in 10 mL DMF was added benzenesulfonyl chloride (194 mg, 1.1 mmol) and the reaction mixture stirred for 2.5 hours then diluted with water and the resulting precipitate collected by filtration to give the title compound in 83% yield. MS (ESI+) m/z 418.9 (M+H)+ The solvent is O (water), CN(C)C=O (DMF).